Task: describe an organic reaction: reactants, conditions, products, and yield. Dataset: the Open Reaction Database (ORD), a public repository of structured organic reaction records The solvent is C(Cl)(Cl)Cl (chloroform). Procedure details: Subject 6.5 g. (33.0 mmoles) of 1-adamantane carboxylic acid chloride, 4.0 g. (33.0 mmoles) of p-anisidine and 10.0 ml. of triethylamine to the process of Example 11 and crystallize the residue obtained thereby from chloroform to yield the title product, m.p. 181°-184°C. RXN SMILES: [C:1]12([C:11](Cl)=[O:12])[CH2:10][CH:5]3[CH2:6][CH:7]([CH2:9][CH:3]([CH2:4]3)[CH2:2]1)[CH2:8]2.[CH3:14][O:15][C:16]1[CH:21]=[CH:20][C:19]([NH2:22])=[CH:18][CH:17]=1>C(Cl)(Cl)Cl>[CH3:14][O:15][C:16]1[CH:21]=[CH:20][C:19]([NH:22][C:11]([C:1]23[CH2:10][CH:5]4[CH2:6][CH:7]([CH2:9][CH:3]([CH2:4]4)[CH2:2]2)[CH2:8]3)=[O:12])=[CH:18][CH:17]=1. Yields the product COC1=CC=C(C=C1)NC(=O)C12CC3CC(CC(C1)C3)C2 (N-(4-Methoxyphenyl)-1-adamantanecarboxamide). Reactants: C12(CC3CC(CC(C1)C3)C2)C(=O)Cl (1-adamantane carboxylic acid chloride), COC1=CC=C(C=C1)N (p-anisidine). Starting materials: IC(C)C (2-iodopropane), [N+](=O)([O-])C=1C=C(C=CC1)O (3-nitrophenol), IC(C)C (2-iodopropane), C([O-])([O-])=O.[K+].[K+] (potassium carbonate), O (water). The solvent is CN(C=O)C (dimethylformamide). Reaction conditions: time 2 hour. Yields the product CC(C)OC=1C=C(C=CC1)[N+](=O)[O-] (3-(1-Methylethoxy)nitrobenzene). Isolated yield 85.7%. Reaction SMILES: [N+:1]([C:4]1[CH:5]=[C:6]([OH:10])[CH:7]=[CH:8][CH:9]=1)([O-:3])=[O:2].I[CH:12]([CH3:14])[CH3:13].C(=O)([O-])[O-].[K+].[K+].O>CN(C)C=O>[CH3:13][CH:12]([O:10][C:6]1[CH:5]=[C:4]([N+:1]([O-:3])=[O:2])[CH:9]=[CH:8][CH:7]=1)[CH3:14] |f:2.3.4|. Procedure details: A mixture of 3-nitrophenol (20 g; 144 mmol), 2-iodopropane (21.45 m 36.6 g; 216 mmol) and potassium carbonate (23.8 g; 172 mmol) in dimethylformamide (100 ml) was stirred at 50° for 2 h and then the temperature was increased to 70° for a further 2 h. More 2-iodopropane (7.15 ml; 72 mmol) was added and stirring at 70° continued for a further 1.5 h whereupon the mixture was poured into water (400 ml) and extracted with ethyl acetate (2×400 ml). The combined organic extracts were washed with sodium... The reactants are C(C)(=S)OCC (ethyl thioacetate), [H-].[Na+] (sodium hydride), CN(C)C=O (DMF), FC(S(=O)(=O)OC1=C(C(=CC=C1C)[N+](=O)[O-])C)(F)F (2,6-dimethyl-3-nitro-phenyl trifluoromethanesulfonate), CN(C)C=O (DMF). Reaction conditions: time 1 hour. The product is CC1=C(C(=CC(=C1)[N+](=O)[O-])C)S (2,6-dimethyl-4-nitro-thiophenol). Yield: 60.0%. RXN SMILES: [H-].[Na+].[C:3](OCC)(=[S:5])[CH3:4].FC(F)(F)S(O[C:15]1[C:20](C)=C[CH:18]=[C:17]([N+:22]([O-:24])=[O:23])[C:16]=1C)(=O)=O.[CH3:28]N(C=O)C>>[CH3:20][C:15]1[CH:16]=[C:17]([N+:22]([O-:24])=[O:23])[CH:18]=[C:4]([CH3:28])[C:3]=1[SH:5] |f:0.1|. Reported procedure: To a stirred suspension of 570 mg (60% in oil) (14.2 mmol) of sodium hydride in 9 mL of DMF under atmospheric nitrogen at 0° C. was added dropwise 1.64 mL of ethyl thioacetate. After stirring at room temperature for 1 h, it was cooled to 0° C. A solution of 2 g (7.5 mmol) of 2,6-dimethyl-3-nitro-phenyl trifluoromethanesulfonate in 6 mL of DMF was introduced. After stirring at-0° C. for 20 min. it was partitioned between ethyl ether and 3N HCl. The combined organic extracts were washed with brine... Reactants: ClC(C(=O)OCC)(CCC=O)C#N (Ethyl 2-chloro-2-cyano-5-oxopentanoate), CN(C)C=O (DMF), P(Cl)(Cl)Cl (PCl3), Cl (HCl). The solvent is C1(=CC=CC=C1)C (toluene), C1(=CC=CC=C1)C (toluene). Reaction conditions: temperature 80 celsius, time 1 hour. Yields the product ClC1=NC=CC=C1C(=O)OCC (Ethyl 2-Chloro-3-pyridinecarboxylate). The yield is 59.0%. Reaction SMILES: CN(C=O)C.P(Cl)(Cl)Cl.[ClH:10].Cl[C:12]([C:22]#[N:23])([CH2:18][CH2:19][CH:20]=O)[C:13]([O:15][CH2:16][CH3:17])=[O:14]>C1(C)C=CC=CC=1>[Cl:10][C:22]1[C:12]([C:13]([O:15][CH2:16][CH3:17])=[O:14])=[CH:18][CH:19]=[CH:20][N:23]=1. Procedure details: To a solution of DMF (5.12 g, 70 mmol) in 80 mL of toluene were added 6.85 g of PCl3 (50 mmol). Anhydrous HCl was introduced for 5 min., keeping the temperature around 60° C. Ethyl 2-chloro-2-cyano-5-oxopentanoate (10.42 g, 50 mmol) in 20 mL of toluene was added in 30 minutes. The resulting mixture was stirred for 1 h at 80° C., cooled to room temperature, quenched with water, extracted with toluene, dried over MgSO4, and concentrated and distilled to give 5.5 g of the title compound (59%). Run at temperature 130 celsius, time 10 minute. Product: CC1=C(C(=CC(=C1)COC)C(C)(C)C)O (2-methyl-6-tert-butyl-4-methoxymethylphenol). Reaction SMILES: [CH2:1]=[O:2].[CH3:3][C:4]1[CH:9]=[CH:8][CH:7]=[C:6]([C:10]([CH3:13])([CH3:12])[CH3:11])[C:5]=1[OH:14].[CH3:15]O>CNC>[CH3:3][C:4]1[CH:9]=[C:8]([CH2:1][O:2][CH3:15])[CH:7]=[C:6]([C:10]([CH3:11])([CH3:13])[CH3:12])[C:5]=1[OH:14]. Reported procedure: In a 1 liter stainless steel autoclave was placed 440 ml methanol, 19.6 g (0.65 mole) paraformaldehyde, 5.3 g (0.048 mole) 40 percent aqueous dimethylamine catalyst and 82.4 g (0.5 mole) 2-methyl-6-tert-butylphenol. The autoclave was sealed and heated while stirring to 130° C. Stirring was continued at 130° C. for 3 hours 10 minutes. Analysis by gas chromatograph (GC) showed the reaction forming 2-methyl-6-tert-butyl-4-methoxymethylphenol to be 95 percent complete. The mixture was transferred to... Starting materials: stainless steel, CO (methanol), C=O (paraformaldehyde), CC1=C(C(=CC=C1)C(C)(C)C)O (2-methyl-6-tert-butylphenol). Reagents/catalysts: CNC (dimethylamine). Starting materials: [Br-], O=Cc1cnc(Br)s1, CC[Mg+], C1CCOC1, CCOCC, CCOC(C)=O, [Cl-], [NH4+]. Yields the product CCC(O)c1cnc(Br)s1. As a reaction SMILES: [Br-:9].[Br:1][c:2]1[s:3][c:4]([CH:7]=[O:8])[cH:5][n:6]1.[CH2:10]([CH3:11])[Mg+:12].[CH2:15]1[O:16][CH2:17][CH2:18][CH2:19]1.[CH3:20][CH2:21][O:22][CH2:23][CH3:24].[CH3:25][CH2:26][O:27][C:28]([CH3:29])=[O:30].[Cl-:13].[NH4+:14]>>[Br:1][c:2]1[s:3][c:4]([CH:7]([OH:8])[CH2:10][CH3:11])[cH:5][n:6]1. Starting materials: CC#N, Cc1cc(Cl)ncc1[N+](=O)[O-], NCCN. The product is Cc1cc(NCCN)ncc1[N+](=O)[O-]. As a reaction SMILES: [CH3:16][C:17]#[N:18].[Cl:1][c:2]1[n:3][cH:4][c:5]([N+:9](=[O:10])[O-:11])[c:6]([CH3:8])[cH:7]1.[NH2:12][CH2:13][CH2:14][NH2:15]>>[c:2]1([NH:15][CH2:14][CH2:13][NH2:12])[n:3][cH:4][c:5]([N+:9](=[O:10])[O-:11])[c:6]([CH3:8])[cH:7]1. Reactants: material, C(C1=CC=C(C=C1)OC)(=O)NC=1C(C(=O)OC)=CC=CC1 (Methyl N-p-Anisoylanthranilate), C1CCOC1 (THF), N1=C(C=CC=C1)C[Li] (2-picolyl lithium), C(C)(C)NC(C)C (Diisopropylamine), N1=C(C=CC=C1)C (2-picoline), C(CCC)[Li] (n-butyl lithium). Solvent: C(Cl)Cl (CH2Cl2), C(C)(=O)O (acetic acid), O (H2O), CO (methanol), CCCCCC (hexane). Run at temperature 10 celsius. The product is N1=C(C=CC=C1)CC(=O)C1=C(C(=O)NC2=CC=CC=C2)C=CC(=C1)OC (2-(2-Pyridylacetyl)-p-anisanilide). Reaction SMILES: C([Li])CCC.C(NC(C)C)(C)C.[N:13]1[CH:18]=[CH:17][CH:16]=[CH:15][C:14]=1[CH3:19].N1C=CC=CC=1C[Li].[C:28]([NH:38][C:39]1[C:40](=[CH:45][CH:46]=[CH:47][CH:48]=1)C(OC)=O)(=[O:37])[C:29]1[CH:34]=[CH:33][C:32]([O:35][CH3:36])=[CH:31][CH:30]=1.C1C[O:52][CH2:51]C1>CCCCCC.CO.C(Cl)Cl.O.C(O)(=O)C>[N:13]1[CH:18]=[CH:17][CH:16]=[CH:15][C:14]=1[CH2:19][C:51]([C:34]1[CH:33]=[C:32]([O:35][CH3:36])[CH:31]=[CH:30][C:29]=1[C:28]([NH:38][C:39]1[CH:48]=[CH:47][CH:46]=[CH:45][CH:40]=1)=[O:37])=[O:52]. Procedure: A dry, nitrogen purged flask was charged with 1.875 mL 1.6 N (3.0 mole) n-butyl lithium in hexane. The solution was stirred under nitrogen and chilled to -45° to -40° C., and 1.5 L THF (dried over molecular sieve 4 A) was added slowly. Diisopropylamine (303.6 g; 3.0 mole) was added at such a rate that the temperature did not exceed -30° C. Then 307.3 g (3.3 mole) 2-picoline was added with stirring, keeping the temperature below -30° C. The cooling was interrupted, and the mixture was slowly warm... Starting materials: O=C(O)COc1ccccc1OCC(=O)O, O=S(=O)(O)Cl, O. Yields the product O=C(O)COc1ccc(S(=O)(=O)Cl)cc1OCC(=O)O. RXN SMILES: [C:1](=[O:2])([OH:3])[CH2:4][O:5][c:6]1[c:7]([O:8][CH2:9][C:10](=[O:11])[OH:12])[cH:13][cH:14][cH:15][cH:16]1.[Cl:17][S:18](=[O:19])(=[O:20])[OH:21].[OH2:22]>>[C:1](=[O:2])([OH:3])[CH2:4][O:5][c:6]1[c:7]([O:8][CH2:9][C:10](=[O:11])[OH:12])[cH:13][c:14]([S:18]([Cl:17])(=[O:19])=[O:20])[cH:15][cH:16]1. The product is CCCCCN(C(=O)Cl)c1ccc2c(c1)C(C)(C)CCC2(C)C. Reactants: CCCCCNc1ccc2c(c1)C(C)(C)CCC2(C)C, C1CCOC1, O=C(OC(Cl)(Cl)Cl)OC(Cl)(Cl)Cl. RXN SMILES: [CH2:1]([CH2:2][CH2:3][CH2:4][CH3:5])[NH:6][c:7]1[cH:8][c:9]2[c:14]([cH:15][cH:16]1)[C:13]([CH3:17])([CH3:18])[CH2:12][CH2:11][C:10]2([CH3:19])[CH3:20].[CH2:33]1[O:34][CH2:35][CH2:36][CH2:37]1.[Cl:21][C:22]([Cl:23])([O:24][C:25](=[O:26])[O:27][C:28]([Cl:29])([Cl:30])[Cl:31])[Cl:32]>>[CH2:1]([CH2:2][CH2:3][CH2:4][CH3:5])[N:6]([c:7]1[cH:8][c:9]2[c:14]([cH:15][cH:16]1)[C:13]([CH3:17])([CH3:18])[CH2:12][CH2:11][C:10]2([CH3:19])[CH3:20])[C:22]([Cl:21])=[O:24].